This data is from the Open Reaction Database (ORD), a public repository of structured organic reaction records. The task is: describe an organic reaction: reactants, conditions, products, and yield Reactants: [BH4-], CCO, Fc1ccc2c(c1)C(c1ccccc1)=NCC2, [Na+]. Product: Fc1ccc2c(c1)C(c1ccccc1)NCC2. As a reaction SMILES: [BH4-:1].[CH3:20][CH2:21][OH:22].[F:3][c:4]1[cH:5][cH:6][c:7]2[c:12]([cH:13]1)[C:11]([c:14]1[cH:15][cH:16][cH:17][cH:18][cH:19]1)=[N:10][CH2:9][CH2:8]2.[Na+:2]>>[F:3][c:4]1[cH:5][cH:6][c:7]2[c:12]([cH:13]1)[CH:11]([c:14]1[cH:15][cH:16][cH:17][cH:18][cH:19]1)[NH:10][CH2:9][CH2:8]2. Starting materials: [Na] (sodium), Cl.C(CCCCCC)(=N)N (heptanamidine hydrochloride), ClC1=CC=C(C=C1)N=C=O (4-chlorophenyl isocyanate). Run in CC(=O)C (acetone), CC(=O)C (acetone). Product: ClC1=CC=C(C=C1)NC(=O)NC(CCCCCC)=N (1-(4-Chlorophenyl)-3-(heptanimidoyl)urea). Reaction SMILES: [Na].Cl.[C:3]([NH2:11])(=[NH:10])[CH2:4][CH2:5][CH2:6][CH2:7][CH2:8][CH3:9].[Cl:12][C:13]1[CH:18]=[CH:17][C:16]([N:19]=[C:20]=[O:21])=[CH:15][CH:14]=1>CC(C)=O>[Cl:12][C:13]1[CH:18]=[CH:17][C:16]([NH:19][C:20]([NH:10][C:3](=[NH:11])[CH2:4][CH2:5][CH2:6][CH2:7][CH2:8][CH3:9])=[O:21])=[CH:15][CH:14]=1 |f:1.2,^1:0|. Procedure details: Following a procedure similar to that described in Example 1 but using 3.9 g. sodium in 300 ml. dry acetone, 24.6 g. heptanamidine hydrochloride, and 23 g. 4-chlorophenyl isocyanate in 100 ml. dry acetone, there was obtained after recrystallization from acetonitrile 29.8 g. of the hydrochloride of 1-(4-chlorophenyl)-3-(heptanimidoyl)urea; m.p. 168°-169°C.